This data is from the Open Reaction Database (ORD), a public repository of structured organic reaction records. The task is: describe an organic reaction: reactants, conditions, products, and yield Starting materials: O1C=NC=C1C1=CC=C(C=C1)NC=1N=C(C2=C(N1)CCN(C2)C(=O)OC(C)(C)C)OS(=O)(=O)C(F)(F)F (tert-butyl 2-(4-(oxazol-5-yl)phenylamino)-4-(trifluoromethylsulfonyloxy)-7,8-dihydropyrido[4,3-d]pyrimidine-6(5H)-carboxylate), NCC1CCOCC1 (4-Aminomethyltetrahydropyran). Solvent: CN(C)C=O (DMF). Conditions: temperature 80 celsius, time 6 hour. Product: O1C=NC=C1C1=CC=C(C=C1)NC=1N=C(C2=C(N1)CCN(C2)C(=O)OC(C)(C)C)NCC2CCOCC2 (tert-Butyl 2-(4-(oxazol-5-yl)phenylamino)-4-((tetrahydro-2H-pyran-4-yl)methylamino)-7,8-dihydropyrido[4,3-d]pyrimidine-6(5H)-carboxylate). Reaction SMILES: [O:1]1[C:5]([C:6]2[CH:11]=[CH:10][C:9]([NH:12][C:13]3[N:14]=[C:15](OS(C(F)(F)F)(=O)=O)[C:16]4[CH2:22][N:21]([C:23]([O:25][C:26]([CH3:29])([CH3:28])[CH3:27])=[O:24])[CH2:20][CH2:19][C:17]=4[N:18]=3)=[CH:8][CH:7]=2)=[CH:4][N:3]=[CH:2]1.[NH2:38][CH2:39][CH:40]1[CH2:45][CH2:44][O:43][CH2:42][CH2:41]1>CN(C=O)C>[O:1]1[C:5]([C:6]2[CH:11]=[CH:10][C:9]([NH:12][C:13]3[N:14]=[C:15]([NH:38][CH2:39][CH:40]4[CH2:45][CH2:44][O:43][CH2:42][CH2:41]4)[C:16]4[CH2:22][N:21]([C:23]([O:25][C:26]([CH3:29])([CH3:27])[CH3:28])=[O:24])[CH2:20][CH2:19][C:17]=4[N:18]=3)=[CH:8][CH:7]=2)=[CH:4][N:3]=[CH:2]1. Reported procedure: tert-Butyl 2-(4-(oxazol-5-yl)phenylamino)-4-(trifluoromethylsulfonyloxy)-7,8-dihydropyrido[4,3-d]pyrimidine-6(5H)-carboxylate (350 mg, 0.65 mmol, example 1b) was dissolved in DMF (2 mL). 4-Aminomethyltetrahydropyran (74.4 mg, 0.65 mmol) was added and the reaction mixture was stirred at 80° C. for 6 h. The solvent was evaporated under reduced pressure and the crude was used in the next step as such. MS (ES+) m/z 507.3 (M+H)+